Task: describe an organic reaction: reactants, conditions, products, and yield. Dataset: the Open Reaction Database (ORD), a public repository of structured organic reaction records Starting materials: O=C1Nc2c(Br)cccc2C1(O)c1cc2c(cc1O)OCO2, CC[SiH](CC)CC, O=C(O)C(F)(F)F. Product: O=C1Nc2c(Br)cccc2C1c1cc2c(cc1O)OCO2. As a reaction SMILES: [Br:1][c:2]1[cH:3][cH:4][cH:5][c:6]2[c:10]1[NH:9][C:8](=[O:11])[C:7]2([c:12]1[cH:13][c:14]2[c:15]([cH:19][c:20]1[OH:21])[O:16][CH2:17][O:18]2)[OH:22].[CH2:23]([SiH:24]([CH2:25][CH3:26])[CH2:27][CH3:28])[CH3:29].[OH:30][C:31]([C:32]([F:33])([F:34])[F:35])=[O:36]>>[Br:1][c:2]1[cH:3][cH:4][cH:5][c:6]2[c:10]1[NH:9][C:8](=[O:11])[CH:7]2[c:12]1[cH:13][c:14]2[c:15]([cH:19][c:20]1[OH:21])[O:16][CH2:17][O:18]2. Starting materials: C(C1=CC=CC=C1)OC1=CC(=CC2=C1N(C(=N2)C)CCOC)C(=O)OC (Methyl 7-(benzyloxy)-1-(2-methoxyethyl)-2-methyl-1H-benzimidazole-5-carboxylate). Reagents/catalysts: [Pd] (palladium on carbon). The solvent is CO (methanol). Run at time 5 hour. Product: OC1=CC(=CC2=C1N(C(=N2)C)CCOC)C(=O)OC (Methyl 7-hydroxy-1-(2-methoxyethyl)-2-methyl-1H-benzimidazole-5-carboxylate). The yield is 92.4%. RXN SMILES: C([O:8][C:9]1[C:14]2[N:15]([CH2:19][CH2:20][O:21][CH3:22])[C:16]([CH3:18])=[N:17][C:13]=2[CH:12]=[C:11]([C:23]([O:25][CH3:26])=[O:24])[CH:10]=1)C1C=CC=CC=1>[Pd].CO>[OH:8][C:9]1[C:14]2[N:15]([CH2:19][CH2:20][O:21][CH3:22])[C:16]([CH3:18])=[N:17][C:13]=2[CH:12]=[C:11]([C:23]([O:25][CH3:26])=[O:24])[CH:10]=1. Procedure details: A mixture of methyl 7-(benzyloxy)-1-(2-methoxyethyl)-2-methyl-1H-benzimidazole-5-carboxylate (9.21 g, 26.0 mmol, Step 6) and 10% palladium on carbon (500 mg) in methanol (150 mL) was stirred under hydrogen gas (4 atm) for 5 hours. The resulting mixture was filtered through a pad of Celite, and the filtrate was concentrated in vacuo. The residue was suspended in diisopropyl ether (150 mL), and the precipitate was collected by filtration to afford the title compound as a gray solid (6.35 g, 92%). The reactants are O=C([O-])[O-], COc1cc(C(=O)O)c(I)cc1OCc1ccccc1, CN(C)C=O, CCI, [K+], [K+], O. The product is CCOC(=O)c1cc(OC)c(OCc2ccccc2)cc1I. Reaction SMILES: [C:24](=[O:25])([O-:26])[O-:27].[CH2:1]([c:2]1[cH:3][cH:4][cH:5][cH:6][cH:7]1)[O:8][c:9]1[cH:10][c:11]([I:20])[c:12]([C:13](=[O:14])[OH:15])[cH:16][c:17]1[O:18][CH3:19].[CH3:30][N:31]([CH3:32])[CH:33]=[O:34].[I:21][CH2:22][CH3:23].[K+:28].[K+:29].[OH2:35]>>[CH2:1]([c:2]1[cH:3][cH:4][cH:5][cH:6][cH:7]1)[O:8][c:9]1[cH:10][c:11]([I:20])[c:12]([C:13](=[O:14])[O:15][CH2:22][CH3:23])[cH:16][c:17]1[O:18][CH3:19].